The task is: describe an organic reaction: reactants, conditions, products, and yield. This data is from the Open Reaction Database (ORD), a public repository of structured organic reaction records. Reported procedure: 53 mg of 3-[3-(2-hydroxyethyl)-4-methoxyphenyl]benzoic acid, 45 mg of 2,4-dichlorophenol and 73 mg of triphenyl phosphine were dissolved in 2 ml of THF, and 73 ml of diisopropyl azodicarboxylate was added thereto. The mixture was stirred overnight at room temperature, and the solvent was evaporated. The residue was purified by silica gel column chromatography to give 84 mg of methyl-3-{3-[2-(2,4-dichlorophenoxy)ethyl]-4-methoxyphenyl}benzoate. This product was dissolved in 2 ml of of ethanol and... The reactants are N(=NC(=O)OC(C)C)C(=O)OC(C)C (diisopropyl azodicarboxylate), OCCC=1C=C(C=CC1OC)C=1C=C(C(=O)O)C=CC1 (3-[3-(2-hydroxyethyl)-4-methoxyphenyl]benzoic acid), ClC1=C(C=CC(=C1)Cl)O (2,4-dichlorophenol), C1(=CC=CC=C1)P(C1=CC=CC=C1)C1=CC=CC=C1 (triphenyl phosphine). Isolated yield 100.1%. The solvent is C1CCOC1 (THF). Run at time 8 hour. The product is COC(C1=CC(=CC=C1)C1=CC(=C(C=C1)OC)CCOC1=C(C=C(C=C1)Cl)Cl)=O (methyl-3-{3-[2-(2,4-dichlorophenoxy)ethyl]-4-methoxyphenyl}benzoate). RXN SMILES: [OH:1][CH2:2][CH2:3][C:4]1[CH:5]=[C:6]([C:12]2[CH:13]=[C:14]([CH:18]=[CH:19][CH:20]=2)[C:15]([OH:17])=[O:16])[CH:7]=[CH:8][C:9]=1[O:10][CH3:11].[Cl:21][C:22]1[CH:27]=[C:26]([Cl:28])[CH:25]=[CH:24][C:23]=1O.[C:30]1(P(C2C=CC=CC=2)C2C=CC=CC=2)C=CC=CC=1.N(C(OC(C)C)=O)=NC(OC(C)C)=O>C1COCC1>[CH3:30][O:16][C:15](=[O:17])[C:14]1[CH:18]=[CH:19][CH:20]=[C:12]([C:6]2[CH:7]=[CH:8][C:9]([O:10][CH3:11])=[C:4]([CH2:3][CH2:2][O:1][C:25]3[CH:24]=[CH:23][C:22]([Cl:21])=[CH:27][C:26]=3[Cl:28])[CH:5]=2)[CH:13]=1. The reactants are ClC1=NC(=CC(=C1)Cl)C(Cl)Cl (2,4-dichloro-6-(dichloromethyl)pyridine), ClC1=NC(=CC(=C1)Cl)C(F)(Cl)Cl (2,4-dichloro-6-(dichlorofluoromethyl)pyridine), ClC1=NC(=CC(=C1)Cl)C(Cl)(Cl)Cl (2,4-dichloro-6-(trichloromethyl)pyridine). Yields the product ClC1=NC(=CC(=C1)C(Cl)Cl)Cl (2,6-Dichloro-4-(dichloromethyl)pyridine). RXN SMILES: [Cl:1][C:2]1[CH:7]=[C:6](Cl)[CH:5]=[C:4](C(Cl)Cl)[N:3]=1.ClC1C=C(Cl)C=C([C:20]([Cl:23])([Cl:22])F)N=1.[Cl:24]C1C=C(Cl)C=C(C(Cl)(Cl)Cl)N=1>>[Cl:24][C:4]1[CH:5]=[C:6]([CH:20]([Cl:23])[Cl:22])[CH:7]=[C:2]([Cl:1])[N:3]=1. Procedure: The 2,4-dichloro-6-(dichloromethyl)pyridine and the 2,4-dichloro-6-(dichlorofluoromethyl)pyridine reactants can be prepared by following the above procedure, employing 2,4-dichloro-6-(trichloromethyl)pyridine as the starting material. Reactants: ClS(=O)(=O)O (chlorosulfonic acid), ClC1=CC=C(C=C1)[N+](=O)[O-] (4-chloro-nitrobenzene). Solvent: O (water). Product: ClC1=C(C=C(C=C1)[N+](=O)[O-])S(=O)(=O)Cl (2-chloro-5-nitrobenzene sulfonyl chloride). As a reaction SMILES: [Cl:1][S:2]([OH:5])(=O)=[O:3].[Cl:6][C:7]1[CH:12]=[CH:11][C:10]([N+:13]([O-:15])=[O:14])=[CH:9][CH:8]=1>O>[Cl:6][C:7]1[CH:12]=[CH:11][C:10]([N+:13]([O-:15])=[O:14])=[CH:9][C:8]=1[S:2]([Cl:1])(=[O:5])=[O:3]. Reported procedure: 321 ml. (4.7 moles) of chlorosulfonic acid and 79 g. (0.5 moles) of 4-chloro-nitrobenzene are stirred at 130° C. for 6 hours. The reaction mixture is then cooled to a temperature below 10° C. and is poured onto 750 ml. of icy water. The mixture is filtered at room temperature and the substance collected on the filter is washed solid-free with about 2 litres of water. The crude 2-chloro-5-nitrobenzene sulfonyl chloride obtained is subjected to the subsequent reaction steps without purification. 1... The reactants are BrC1=CC=C(C=C1)NC(C(C)C)=O (N-(4-bromophenyl)isobutyramide), COC1=CC=C(C=C1)P1(SP(S1)(C1=CC=C(C=C1)OC)=S)=S (2,4-bis(4-methoxyphenyl)-1,3-dithia-2,4-diphosphetane-2,4-disulfide). Solvent: C1(=CC=CC=C1)C (toluene). Conditions: temperature 120 celsius. Product: BrC1=CC=C(C=C1)NC(C(C)C)=S (N-(4-bromophenyl)isobutyrthioamide). Isolated yield 136.1%. As a reaction SMILES: [Br:1][C:2]1[CH:7]=[CH:6][C:5]([NH:8][C:9](=O)[CH:10]([CH3:12])[CH3:11])=[CH:4][CH:3]=1.COC1C=CC(P2(=S)SP(=S)(C3C=CC(OC)=CC=3)[S:23]2)=CC=1>C1(C)C=CC=CC=1>[Br:1][C:2]1[CH:7]=[CH:6][C:5]([NH:8][C:9](=[S:23])[CH:10]([CH3:12])[CH3:11])=[CH:4][CH:3]=1. Procedure: In a 500 mL three-neck flask were put 18 g (74 mmol) of N-(4-bromophenyl)isobutyramide obtained in Step 1, 15 g (37 mmol) of 2,4-bis(4-methoxyphenyl)-1,3-dithia-2,4-diphosphetane-2,4-disulfide (Lawesson's reagent), and 120 mL of toluene, and the mixture was heated and refluxed at 120° C. for 3 hours. After that, toluene was distilled off to give a yellow oily substance. This oily substance was purified by silica gel column chromatography. Toluene was used as a developing solvent. The resulting f...